From a dataset of the Open Reaction Database (ORD), a public repository of structured organic reaction records. describe an organic reaction: reactants, conditions, products, and yield Starting materials: COC1=C(C=C2CC(C(C2=C1)=O)CC=1C=NC=CC1)N1CCN(CC1)C (6-methoxy-5-(4-methylpiperazin-1-yl)-2-(pyridin-3-ylmethyl)-2,3-dihydro-1H-inden-1-one), CC=1C=CC(=CC1)S(=O)(=O)O (PTSA), FC(C(=O)C(F)(F)F)(F)F (Hexafluoroacetone). Solvent: O (water), C1(=CC=CC=C1)C (toluene). Reaction conditions: temperature 120 celsius. Product: FC(C(C(F)(F)F)(O)C=1C=C(C=NC1)CC1C(C2=CC(=C(C=C2C1)N1CCN(CC1)C)OC)=O)(F)F (2-((5-(1,1,1,3,3,3-hexafluoro-2-hydroxypropan-2-yl)pyridin-3-yl)methyl)-6-methoxy-5-(4-methylpiperazin-1-yl)-2,3-dihydro-1H-inden-1-one). RXN SMILES: [CH3:1][O:2][C:3]1[CH:11]=[C:10]2[C:6]([CH2:7][CH:8]([CH2:13][C:14]3[CH:15]=[N:16][CH:17]=[CH:18][CH:19]=3)[C:9]2=[O:12])=[CH:5][C:4]=1[N:20]1[CH2:25][CH2:24][N:23]([CH3:26])[CH2:22][CH2:21]1.CC1C=CC(S(O)(=O)=O)=CC=1.[F:38][C:39]([F:47])([F:46])[C:40]([C:42]([F:45])([F:44])[F:43])=[O:41]>C1(C)C=CC=CC=1.O>[F:38][C:39]([F:47])([F:46])[C:40]([C:18]1[CH:19]=[C:14]([CH2:13][CH:8]2[CH2:7][C:6]3[C:10](=[CH:11][C:3]([O:2][CH3:1])=[C:4]([N:20]4[CH2:21][CH2:22][N:23]([CH3:26])[CH2:24][CH2:25]4)[CH:5]=3)[C:9]2=[O:12])[CH:15]=[N:16][CH:17]=1)([OH:41])[C:42]([F:45])([F:44])[F:43]. Procedure details: To a stirred solution of 255 (0.05 g, 0.142 mmol) in toluene was added PTSA (0.054 g, 0.284 mmol) and kept stirring at 120° C. Hexafluoroacetone 244 (0.078 g, 0.356 mmol) was added to the reaction and kept at temperature and stirred for 16 h. Reaction was then cooled to RT, diluted with water, and extracted with ethyl acetate twice, The organic layer was dried over sodium sulphate and concentrated to get the crude, which was purified through flash chromatography by using 100-200 mesh silica gel ...